Dataset: the Open Reaction Database (ORD), a public repository of structured organic reaction records. Task: describe an organic reaction: reactants, conditions, products, and yield The reactants are SC=1NC(C2=C(N1)NC=C2C)=O (2-mercapto-5-methyl-7H-pyrrolo[2,3-d]pyrimidin-4(3H)-one), C[O-].[Na+].CO (sodium methoxide methanol). The reagents and catalysts are [Ni] (Raney nickel). Run in CO (methanol). Conditions: temperature 50 celsius. The product is CC1=CNC=2N=CNC(C21)=O (5-Methyl-7H-pyrrolo[2,3-d]pyrimidin-4(3H)-one). The yield is 65.3%. Reaction SMILES: S[C:2]1[NH:3][C:4](=[O:12])[C:5]2[C:10]([CH3:11])=[CH:9][NH:8][C:6]=2[N:7]=1.C[O-].[Na+].CO>CO.[Ni]>[CH3:11][C:10]1[C:5]2[C:4](=[O:12])[NH:3][CH:2]=[N:7][C:6]=2[NH:8][CH:9]=1 |f:1.2.3|. Procedure: In methanol (714 ml) was suspended 2-mercapto-5-methyl-7H-pyrrolo[2,3-d]pyrimidin-4(3H)-one (15.06 g) followed by addition of 28% sodium methoxide/methanol (18.4 ml). While this solution was stirred at 50° C., Raney nickel was added until disappearance of the starting compound had been verified by TLC. The catalyst was then filtered off and the filtrate was neutralized with 1N-HCl (90 ml). The solvent was distilled off under reduced pressure and the resulting precipitate was collected by filtrat... Starting materials: CC12C=3C=C(C=CC3C(CC1)(CC2)C)O (1,8-dimethyltricyclo[6.2.2.02,7]dodeca-2(7),3,5-trien-4-ol), CC12C=3C=C(C=CC3C(CC1)(CC2)C)O (1,8-dimethyltricyclo[6.2.2.02,7]dodeca-2(7),3,5-trien-4-ol), BrBr (bromine). Solvent: C(C)(=O)O (acetic acid). Run at temperature 25 celsius, time 4 hour. Yields the product BrC=1C(=CC=2C3(CCC(C2C1)(CC3)C)C)O (5-Bromo-1,8-dimethyl-tricyclo[6.2.2.02,7]dodeca-2(7),3,5-trien-4-ol). Reaction SMILES: [CH3:1][C:2]12[CH2:13][CH2:12][C:9]([CH3:14])([CH2:10][CH2:11]1)[C:8]1[CH:7]=[CH:6][C:5]([OH:15])=[CH:4][C:3]2=1.[Br:16]Br>C(O)(=O)C>[Br:16][C:6]1[C:5]([OH:15])=[CH:4][C:3]2[C:2]3([CH3:1])[CH2:13][CH2:12][C:9]([CH3:14])([C:8]=2[CH:7]=1)[CH2:10][CH2:11]3. Procedure: To a solution of 1,8-dimethyltricyclo[6.2.2.02,7]dodeca-2(7),3,5-trien-4-ol (Compound 2, 1.58 g, 7.81 mmol) in 10 mL of glacial acetic acid was added bromine (0.40 mL, 7.81 mmol). The reaction mixture was stirred at 25° C. for 4 hours then quenched with 10% Na2S2O3 and extracted with Et2O. The combined ether extracts were washed with water and brine, and dried over Na2SO4, and filtered, and concentrated under reduced pressure. The residue was purified by column chromatography on silica gel using... The reactants are [OH-].[Na+] (NaOH), 6-nitrogen, C(C)(=O)O (acetic acid), C(C)(=O)Cl (acetyl chloride), C1(CC1)NC=1C=C2C(=CC(=NC2=CC1)C1=CC(=CC=C1)F)N(C)C (N6-cyclopropyl-N4,N4-dimethyl-2-[3-fluorophenyl]-4,6-quinolinediamine). The solvent is C(C)(=O)OCC (ethyl acetate). Run at time 1 hour. Product: C1(CC1)N(C(C)=O)C=1C=C2C(=CC(=NC2=CC1)C1=CC(=CC=C1)F)N(C)C (N-Cyclopropyl-N-[4-(dimethylamino)-2-(3-fluorophenyl)-6-quinolinyl]acetamide), product. The yield is 65.0%. As a reaction SMILES: [CH:1]1([NH:4][C:5]2[CH:6]=[C:7]3[C:12](=[CH:13][CH:14]=2)[N:11]=[C:10]([C:15]2[CH:20]=[CH:19][CH:18]=[C:17]([F:21])[CH:16]=2)[CH:9]=[C:8]3[N:22]([CH3:24])[CH3:23])[CH2:3][CH2:2]1.[C:25](O)(=[O:27])[CH3:26].C(Cl)(=O)C.[OH-].[Na+]>C(OCC)(=O)C>[CH:1]1([N:4]([C:5]2[CH:6]=[C:7]3[C:12](=[CH:13][CH:14]=2)[N:11]=[C:10]([C:15]2[CH:20]=[CH:19][CH:18]=[C:17]([F:21])[CH:16]=2)[CH:9]=[C:8]3[N:22]([CH3:24])[CH3:23])[C:25](=[O:27])[CH3:26])[CH2:3][CH2:2]1 |f:3.4|. Reported procedure: The title compound was prepared by acetylation at the 6-nitrogen as follows. Into a 50 mL round-bottom flask equipped with a magnetic stirrer, condenser silicone oil bath and nitrogen inlet, was placed 750 mg (2.33 mmoles) of N6-cyclopropyl-N4,N4-dimethyl-2-[3-fluorophenyl]-4,6-quinolinediamine. To this was added 5 mL of glacial acetic acid. After the material dissolved, 202 mg (2.57 mmoles, 1.1 equiv.) of acetyl chloride was added. The mixture was stirred at room temperature for 1 hr, then heat... Reactants: CC(C)(C)OC(=O)N1C(Cn2ccc(N)n2)COC1(C)C, CCN=C=NCCCN(C)C, ClCCl, Cl, CC(C)CC(C(=O)Nc1ccn(CC(C)(C)O)n1)N1CC(Oc2ccccc2Cl)=CC1=O, On1nnc2ccccc21. The product is CC(C)CC(C(=O)Nc1ccn(CC2COC(C)(C)N2C(=O)OC(C)(C)C)n1)N1CC(Oc2ccccc2Cl)=CC1=O. As a reaction SMILES: [C:55]([CH3:56])([CH3:57])([CH3:58])[O:59][C:60](=[O:61])[N:62]1[C:63]([CH3:74])([CH3:75])[O:64][CH2:65][CH:66]1[CH2:67][n:68]1[cH:69][cH:70][c:71]([NH2:72])[n:73]1.[CH3:34][N:35]([CH3:36])[CH2:37][CH2:38][CH2:39][N:40]=[C:41]=[N:42][CH2:43][CH3:44].[Cl:76][CH2:77][Cl:78].[ClH:33].[OH:1][C:2]([CH3:3])([CH3:31])[CH2:32][n:4]1[n:5][c:6]([NH:9][C:10]([CH:11]([CH2:12][CH:13]([CH3:14])[CH3:15])[N:16]2[C:17](=[O:29])[CH:18]=[C:19]([O:21][c:22]3[c:23]([Cl:28])[cH:24][cH:25][cH:26][cH:27]3)[CH2:20]2)=[O:30])[cH:7][cH:8]1.[OH:45][n:46]1[c:47]2[cH:48][cH:49][cH:50][cH:51][c:52]2[n:53][n:54]1>>[n:4]1([CH2:67][CH:66]2[N:62]([C:60]([O:59][C:55]([CH3:56])([CH3:57])[CH3:58])=[O:61])[C:63]([CH3:74])([CH3:75])[O:64][CH2:65]2)[n:5][c:6]([NH:9][C:10]([CH:11]([CH2:12][CH:13]([CH3:14])[CH3:15])[N:16]2[C:17](=[O:29])[CH:18]=[C:19]([O:21][c:22]3[c:23]([Cl:28])[cH:24][cH:25][cH:26][cH:27]3)[CH2:20]2)=[O:30])[cH:7][cH:8]1. Reactants: O (water), C1(=CC=CC=C1)C1(N=NC(=C1)C1=CC=CC=C1)C1=CC=CC=C1 (3,3,5-Triphenyl-3H-pyrazole), BrCCCCCCCC(=O)OCC (ethyl 8-bromo-octanoate). The solvent is C(C)(=O)OCC (ethyl acetate), CCCCCC (hexane), C(C)(=O)OCC (ethyl acetate), CN(C)C=O (DMF). Run at temperature 110 celsius, time 10 minute. The product is O.C1(=CC=CC=C1)C1=NN(C(=C1C1=CC=CC=C1)C1=CC=CC=C1)CCCCCCCC(=O)OCC.C(C)OC(CCCCCCCN1N=C(C(=C1C1=CC=CC=C1)C1=CC=CC=C1)C1=CC=CC=C1)=O (ethyl 3,4,5-triphenyl-lH-pyrazol-1-octanoate hemihydrate). Isolated yield 127.7%. RXN SMILES: [C:1]1([C:7]2(C3C=CC=CC=3)[CH:11]=[C:10]([C:12]3[CH:17]=[CH:16][CH:15]=[CH:14][CH:13]=3)[N:9]=[N:8]2)[CH:6]=[CH:5][CH:4]=[CH:3][CH:2]=1.Br[CH2:25][CH2:26][CH2:27][CH2:28][CH2:29][CH2:30][CH2:31][C:32]([O:34][CH2:35][CH3:36])=[O:33].O>CN(C=O)C.CCCCCC.C(OCC)(=O)C>[OH2:33].[C:1]1([C:7]2[C:11]([C:1]3[CH:6]=[CH:5][CH:4]=[CH:3][CH:2]=3)=[C:10]([C:12]3[CH:17]=[CH:16][CH:15]=[CH:14][CH:13]=3)[N:9]([CH2:25][CH2:26][CH2:27][CH2:28][CH2:29][CH2:30][CH2:31][C:32]([O:34][CH2:35][CH3:36])=[O:33])[N:8]=2)[CH:2]=[CH:3][CH:4]=[CH:5][CH:6]=1.[CH2:35]([O:34][C:32](=[O:33])[CH2:31][CH2:30][CH2:29][CH2:28][CH2:27][CH2:26][CH2:25][N:9]1[C:10]([C:12]2[CH:17]=[CH:16][CH:15]=[CH:14][CH:13]=2)=[C:11]([C:12]2[CH:17]=[CH:16][CH:15]=[CH:14][CH:13]=2)[C:7]([C:1]2[CH:6]=[CH:5][CH:4]=[CH:3][CH:2]=2)=[N:8]1)[CH3:36] |f:6.7.8|. Procedure details: Sodium hydride (0.58 g of a 50% dispersion, 12 mmol) was washed twice with hexane and covered with DMF (45 mL). 3,3,5-Triphenyl-3H-pyrazole (3 g, 10 mmol) was added and the mixture heated at 110° C. under nitrogen for 45 minutes before being cooled to room temperature. A solution of ethyl 8-bromo-octanoate (2.80 g, 11 mmol) in DMF (2 mL) was added and the mixture stirred for 10 minutes before being poured onto a mixture of water and ethyl acetate. The aqueous layer was discarded and the organic ...